This data is from the Open Reaction Database (ORD), a public repository of structured organic reaction records. The task is: describe an organic reaction: reactants, conditions, products, and yield Reactants: Cl.COC1=CC=C(CNN)C=C1 (4-methoxybenzylhydrazine hydrochloride), C(C)(=O)[O-].[Na+] (sodium acetate), C(C)(=O)O (acetic acid), C(C1=CC=CC=C1)ON=C(C(C(=O)N1CCOCC1)=O)CC (4-(3-benzyloxyimino-2-oxovaleryl)morpholine). The solvent is CC(C)O (2-propanol). Yields the product C(C1=CC=CC=C1)ON=C(C(C(=O)N1CCOCC1)=NNCC1=CC=C(C=C1)OC)CC (4-(3-benzyloxyimino-2-(4-methoxybenzylhydrazono)valeryl)morpholine). The yield is 82.2%. RXN SMILES: [CH2:1]([O:8][N:9]=[C:10]([CH2:21][CH3:22])[C:11](=O)[C:12]([N:14]1[CH2:19][CH2:18][O:17][CH2:16][CH2:15]1)=[O:13])[C:2]1[CH:7]=[CH:6][CH:5]=[CH:4][CH:3]=1.Cl.[CH3:24][O:25][C:26]1[CH:34]=[CH:33][C:29]([CH2:30][NH:31][NH2:32])=[CH:28][CH:27]=1.C([O-])(=O)C.[Na+].C(O)(=O)C>CC(O)C>[CH2:1]([O:8][N:9]=[C:10]([CH2:21][CH3:22])[C:11](=[N:32][NH:31][CH2:30][C:29]1[CH:33]=[CH:34][C:26]([O:25][CH3:24])=[CH:27][CH:28]=1)[C:12]([N:14]1[CH2:19][CH2:18][O:17][CH2:16][CH2:15]1)=[O:13])[C:2]1[CH:7]=[CH:6][CH:5]=[CH:4][CH:3]=1 |f:1.2,3.4|. Reported procedure: 1.0 g (3.3 mmol) of 4-(3-benzyloxyimino-2-oxovaleryl)morpholine was dissolved in 20 ml of 2-propanol and 1.24 g (6.6 mmol) of 4-methoxybenzylhydrazine hydrochloride, 1.08 g (13.2 mmol) of sodium acetate and 1 ml of acetic acid were added and the mixture was refluxed for 15 hours. After distilling the solvent off under reduced pressure, 20 ml of water was added and the mixture was extracted three times with 30 ml of diethylether. After washing with 1N aqueous hydrochloric acid, water, a saturated...